This data is from the Open Reaction Database (ORD), a public repository of structured organic reaction records. The task is: describe an organic reaction: reactants, conditions, products, and yield Starting materials: NC[C@H]1N(CCC[C@H]1C)C(=O)C1=C(C=CC(=C1)C)N1N=CC=N1 (((2S,3R)-2-(aminomethyl)-3-methylpiperidin-1-yl)(5-methyl-2-(2H-1,2,3-triazol-2-yl)phenyl)methanone), BrC1=CC=C2C=NC(=NC2=C1)Cl (7-bromo-2-chloroquinazoline). Product: BrC1=CC=C2C=NC(=NC2=C1)NC[C@H]1N(CCC[C@H]1C)C(=O)C1=C(C=CC(=C1)C)N1N=CC=N1 (((2S,3R)-2-(((7-bromoquinazolin-2-yl)amino)methyl)-3-methylpiperidin-1-yl)(5-methyl-2-(2H-1,2,3-triazol-2-yl)phenyl)methanone). As a reaction SMILES: [NH2:1][CH2:2][C@@H:3]1[C@H:8]([CH3:9])[CH2:7][CH2:6][CH2:5][N:4]1[C:10]([C:12]1[CH:17]=[C:16]([CH3:18])[CH:15]=[CH:14][C:13]=1[N:19]1[N:23]=[CH:22][CH:21]=[N:20]1)=[O:11].[Br:24][C:25]1[CH:34]=[C:33]2[C:28]([CH:29]=[N:30][C:31](Cl)=[N:32]2)=[CH:27][CH:26]=1>>[Br:24][C:25]1[CH:34]=[C:33]2[C:28]([CH:29]=[N:30][C:31]([NH:1][CH2:2][C@@H:3]3[C@H:8]([CH3:9])[CH2:7][CH2:6][CH2:5][N:4]3[C:10]([C:12]3[CH:17]=[C:16]([CH3:18])[CH:15]=[CH:14][C:13]=3[N:19]3[N:23]=[CH:22][CH:21]=[N:20]3)=[O:11])=[N:32]2)=[CH:27][CH:26]=1. Procedure: The title compound was prepared following the same general protocol as described for Example A1 using ((2S,3R)-2-(aminomethyl)-3-methylpiperidin-1-yl)(5-methyl-2-(2H-1,2,3-triazol-2-yl)phenyl)methanone and 7-bromo-2-chloroquinazoline. ESI-MS (m/z): 520, 522 [M]+, [M+2]+.